describe an organic reaction: reactants, conditions, products, and yield From a dataset of the Open Reaction Database (ORD), a public repository of structured organic reaction records. Starting materials: S1C(=CC=C1)C1=C(NN=C1)N (4-thiophen-2-yl-2H-pyrazol-3-ylamine), CN1C(N(C(C=C1)=O)C)=O (1,3-dimethylpyrimidine-2,4(1H,3H)-dione), [Cl-].[NH4+] (ammonium chloride), [O-]CC.[Na+] (sodium ethoxide). Run in C(C)O (ethanol), C(C)O (ethanol). The product is S1C(=CC=C1)C=1C=NN2C1NC(C=C2)=O (3-Thiophen-2-yl-4H-pyrazolo[1,5-a]pyrimidin-5-one). RXN SMILES: [O-]CC.[Na+].[S:5]1[CH:9]=[CH:8][CH:7]=[C:6]1[C:10]1[CH:14]=[N:13][NH:12][C:11]=1[NH2:15].CN1[CH:22]=[CH:21][C:20](=[O:23])N(C)C1=O.[Cl-].[NH4+]>C(O)C>[S:5]1[CH:9]=[CH:8][CH:7]=[C:6]1[C:10]1[CH:14]=[N:13][N:12]2[CH:22]=[CH:21][C:20](=[O:23])[NH:15][C:11]=12 |f:0.1,4.5|. Procedure details: A 21 wt % solution of sodium ethoxide in ethanol (32.7 mL, 87.6 mmol) was slowly added to an ambient temperature, stirred suspension of 4-thiophen-2-yl-2H-pyrazol-3-ylamine (4.1 g, 25.0 mmol) and 1,3-dimethylpyrimidine-2,4(1H,3H)-dione [874-14-6] (3.9 g, 27.5 mmol) in ethanol (217 mL). As addition progressed the solid dissolved to give a clear brown solution. The solution was heated to reflux for 2 d, cooled, then poured into 5% (w/v) aqueous ammonium chloride. Ethanol was evaporated out and the... The reactants are C(C)C(CO)CCCC (2-ethylhexanol), Cl (hydrogen chloride), N-n-butylalkylpyridinium chloride. Solvent: O (water), O (water). Yields the product C(C)C(CCl)CCCC (2-Ethylhexyl Chloride). Reaction SMILES: [CH2:1]([CH:3]([CH2:6][CH2:7][CH2:8][CH3:9])[CH2:4]O)[CH3:2].[ClH:10]>O>[CH2:1]([CH:3]([CH2:6][CH2:7][CH2:8][CH3:9])[CH2:4][Cl:10])[CH3:2]. Reported procedure: A 1 l jacketed glass reactor with a glass paddle stirrer, an immersed tube for reactant metering and an attached water separator is initially charged with 200 g of N-n-butylalkylpyridinium chloride (prepared according to Example 1 as catalyst and adjusted to a temperature of 135° C. 519.8 g of 2-ethylhexanol are introduced uniformly via the immersed tube within 5 h. Over the entire reaction time, gaseous hydrogen chloride is likewise metered in via the immersed tube in a slight stoichiometric ex...